From a dataset of the Open Reaction Database (ORD), a public repository of structured organic reaction records. describe an organic reaction: reactants, conditions, products, and yield Reactants: Cl (HCl), Cl.NC(=N)NC1=CC(=C(C(=O)O)C=C1)OC (4-{[amino(imino)methyl]amino}-2-methoxybenzoic acid hydrochloride), C([O-])([O-])=O.[K+].[K+] (potassium carbonate), ClC1=CC2=C(C(C(CN=C2C2=C(C=CC=C2OC)F)=CN(C)C)=O)C=C1 (8-chloro-4-[(dimethylamino)methylene]-1-(2-fluoro-6-methoxyphenyl)-3,4-dihydro-5H-2-benzazepin-5-one). The solvent is O (water), CO (Methanol), CO (methanol). Reaction conditions: temperature 52.5 celsius, time 24 hour. Product: ClC1=CC2=C(C3=C(CN=C2C2=C(C=CC=C2OC)F)C=NC(=N3)NC3=CC(=C(C(=O)O)C=C3)OC)C=C1 (4-{[9-chloro-7-(2-fluoro-6-methoxyphenyl)-5H-pyrimido[5,4-d][2]benzazepin-2-yl]amino}-2-methoxybenzoic acid). The yield is 80.0%. As a reaction SMILES: Cl.[NH2:2][C:3]([NH:5][C:6]1[CH:14]=[CH:13][C:9]([C:10]([OH:12])=[O:11])=[C:8]([O:15][CH3:16])[CH:7]=1)=[NH:4].C(=O)([O-])[O-].[K+].[K+].[Cl:23][C:24]1[CH:48]=[CH:47][C:27]2[C:28](=O)[C:29](=[CH:42]N(C)C)[CH2:30][N:31]=[C:32]([C:33]3[C:38]([O:39][CH3:40])=[CH:37][CH:36]=[CH:35][C:34]=3[F:41])[C:26]=2[CH:25]=1.Cl>O.CO>[Cl:23][C:24]1[CH:48]=[CH:47][C:27]2[C:28]3[N:2]=[C:3]([NH:5][C:6]4[CH:14]=[CH:13][C:9]([C:10]([OH:12])=[O:11])=[C:8]([O:15][CH3:16])[CH:7]=4)[N:4]=[CH:42][C:29]=3[CH2:30][N:31]=[C:32]([C:33]3[C:38]([O:39][CH3:40])=[CH:37][CH:36]=[CH:35][C:34]=3[F:41])[C:26]=2[CH:25]=1 |f:0.1,2.3.4|. Procedure details: Into a reactor was added 6 (3.81 kg, 15.5 mol), potassium carbonate (4.3 kg, 31.1 mol), 9 (5.27 kg, 14.1 mol) and methanol (63 L). The suspension was warmed to 50 to 55° C. and stirred for a minimum of 24 h until ≧96.0% conversion was obtained by HPLC analysis. Methanol (10 L) and water (37 L) were added while maintaining the temperature between 50 and 55° C. The pH of the mixture was adjusted to 3.0 to 4.0 using 7% w/w HCl (prepared from 7.0 kg of concentrated HCl and 24 L of water) while maint... The reactants are COC1=CC=C(C=C1)CC(=O)NC=1N=CC2=CC=C(C=C2C1)C=1C=NNC1 (2-(4-Methoxy-phenyl)-N-[6-(1H-pyrazol-4-yl)-isoquinolin-3-yl]-acetamide), C(=O)([O-])[O-].[Cs+].[Cs+] (Cs2CO3), CI (CH3I). Solvent: O1CCOCC1 (dioxane), CS(=O)C (DMSO). Reaction conditions: temperature 70 celsius. Product: COC1=CC=C(C=C1)CC(=O)NC=1N=CC2=CC=C(C=C2C1)C=1C=NN(C1)C (2-(4-methoxyphenyl)-N-[6-(1-methyl-1H-pyrazol-4-yl)isoquinolin-3-yl]acetamide), product. The yield is 24.0%. RXN SMILES: [CH3:1][O:2][C:3]1[CH:8]=[CH:7][C:6]([CH2:9][C:10]([NH:12][C:13]2[N:14]=[CH:15][C:16]3[C:21]([CH:22]=2)=[CH:20][C:19]([C:23]2[CH:24]=[N:25][NH:26][CH:27]=2)=[CH:18][CH:17]=3)=[O:11])=[CH:5][CH:4]=1.[C:28]([O-])([O-])=O.[Cs+].[Cs+].CI>O1CCOCC1.CS(C)=O>[CH3:1][O:2][C:3]1[CH:8]=[CH:7][C:6]([CH2:9][C:10]([NH:12][C:13]2[N:14]=[CH:15][C:16]3[C:21]([CH:22]=2)=[CH:20][C:19]([C:23]2[CH:24]=[N:25][N:26]([CH3:28])[CH:27]=2)=[CH:18][CH:17]=3)=[O:11])=[CH:5][CH:4]=1 |f:1.2.3|. Procedure details: To the solution of 2-(4-Methoxy-phenyl)-N-[6-(1H-pyrazol-4-yl)-isoquinolin-3-yl]-acetamide (30.00 mg, 0.08 mmol) in 2 mL of dioxane was added Cs2CO3 (59.80 mg, 0.18 mmol) and CH3I (13.10 mg, 0.09 mmol). The mixture was heated at 70° C. for 72 hrs. Evaporation of the solvent gave the crude product which was re-dissolved in DMSO and purified by HPLC to give the title compound as a crystalline solid product (7.5 mg, 24.0%). 1H NMR (DMSO-d6, 400 MHz): δ 3.68 (2H, s), 3.73 (3H, s), 3.89 (3H, s), 6.89...